From a dataset of the Open Reaction Database (ORD), a public repository of structured organic reaction records. describe an organic reaction: reactants, conditions, products, and yield Procedure details: According to the same procedure as example 16, step C described, 4-(2-(2-chlorobenzofuran-5-yl)-1-(6-chloropyridin-3-yl)but-1-enyl)phenol (70 mg, 1.0 eq) was reacted with 2-(methylamino)ethanethiol hydrochloride (217 mg, 10 eq) to give the desired product (Z/E=1/1). m/z=465[M+1]+. The reactants are ClC=1OC2=C(C1)C=C(C=C2)C(=C(C=2C=NC(=CC2)Cl)C2=CC=C(C=C2)O)CC (4-(2-(2-chlorobenzofuran-5-yl)-1-(6-chloropyridin-3-yl)but-1-enyl)phenol), Cl.CNCCS (2-(methylamino)ethanethiol hydrochloride). RXN SMILES: [Cl:1][C:2]1[O:3][C:4]2[CH:10]=[CH:9][C:8]([C:11]([CH2:27][CH3:28])=[C:12]([C:20]3[CH:25]=[CH:24][C:23]([OH:26])=[CH:22][CH:21]=3)[C:13]3[CH:14]=[N:15][C:16](Cl)=[CH:17][CH:18]=3)=[CH:7][C:5]=2[CH:6]=1.Cl.[CH3:30][NH:31][CH2:32][CH2:33][SH:34]>>[Cl:1][C:2]1[O:3][C:4]2[CH:10]=[CH:9][C:8]([C:11]([CH2:27][CH3:28])=[C:12]([C:20]3[CH:21]=[CH:22][C:23]([OH:26])=[CH:24][CH:25]=3)[C:13]3[CH:14]=[N:15][C:16]([S:34][CH2:33][CH2:32][NH:31][CH3:30])=[CH:17][CH:18]=3)=[CH:7][C:5]=2[CH:6]=1 |f:1.2|. The product is ClC=1OC2=C(C1)C=C(C=C2)C(=C(C=2C=NC(=CC2)SCCNC)C2=CC=C(C=C2)O)CC (4-(2-(2-chlorobenzofuran-5-yl)-1-(6-(2-(methylamino)ethylthio)-pyridin-3-yl)but-1-enyl)phenol). Starting materials: FC1=CC=C(C=C1)C1OCC(C1)CO (2-(4-Fluorophenyl)-4-(hydroxymethyl)tetrahydrofuran), S(=O)(=O)(C1=CC=C(C)C=C1)Cl (tosyl chloride). Run at temperature 4 celsius, time 1 hour. Reaction SMILES: [F:1][C:2]1[CH:7]=[CH:6][C:5]([CH:8]2[CH2:12][CH:11]([CH2:13][OH:14])[CH2:10][O:9]2)=[CH:4][CH:3]=1.[S:15](Cl)([C:18]1[CH:24]=[CH:23][C:21]([CH3:22])=[CH:20][CH:19]=1)(=[O:17])=[O:16]>N1C=CC=CC=1>[F:1][C:2]1[CH:3]=[CH:4][C:5]([CH:8]2[CH2:12][CH:11]([CH2:13][O:14][S:15]([C:18]3[CH:24]=[CH:23][C:21]([CH3:22])=[CH:20][CH:19]=3)(=[O:17])=[O:16])[CH2:10][O:9]2)=[CH:6][CH:7]=1. The yield is 87.2%. Yields the product FC1=CC=C(C=C1)C1OCC(C1)COS(=O)(=O)C1=CC=C(C)C=C1 (2-(4-fluorophenyl)-4-(tosyloxymethyl)tetrahydrofuran). Solvent: N1=CC=CC=C1 (pyridine). Procedure: 2-(4-Fluorophenyl)-4-(hydroxymethyl)tetrahydrofuran (21 g) is dissolved in 170 ml of pyridine whereupon 24.4 g of tosyl chloride is added below 4° C., and the resulting mixture is stirred at 4° C. for 1 hour and then at room temperature for 4 hours. The pyridine is then distilled off at room temperature under reduced pressure. Water is added to the residue and extracted with ethyl acetate. The extract is washed twice with dilute hydrochloric acid and once with water and dried over magnesium sulf... Yield: 48.0%. Reactants: FC1=CC=C(NC(C#N)C2=CC=C(C=C2)S(N)(=O)=O)C=C1 (α-(4-fluoroanilino)-α-(4-sulfamoylphenyl)acetonitrile), C(=O)C=C (acrolein). As a reaction SMILES: [F:1][C:2]1[CH:21]=[CH:20][C:5]([NH:6][CH:7]([C:10]2[CH:15]=[CH:14][C:13]([S:16](=[O:19])(=[O:18])[NH2:17])=[CH:12][CH:11]=2)[C:8]#N)=[CH:4][CH:3]=1.[CH:22]([CH:24]=C)=O>>[F:1][C:2]1[CH:21]=[CH:20][C:5]([N:6]2[CH:24]=[CH:22][CH:8]=[C:7]2[C:10]2[CH:15]=[CH:14][C:13]([S:16](=[O:19])(=[O:18])[NH2:17])=[CH:12][CH:11]=2)=[CH:4][CH:3]=1. Procedure: Following a procedure similar to that described in Example 1(iii), but using α-(4-fluoroanilino)-α-(4-sulfamoylphenyl)acetonitrile [prepared as described in step (ii) above] and acrolein as starting materials, the title compound was obtained as a white powder (yield 48%), melting at 160-161° C. Product: FC1=CC=C(C=C1)N1C(=CC=C1)C1=CC=C(C=C1)S(N)(=O)=O (1-(4-Fluorophenyl)-2-(4-sulfamoylphenyl)pyrrole), powder. Starting materials: [B-](F)(F)(F)F.CN(C)C(=[N+](C)C)ON1C(=O)CCC1=O (TSTU), [B-](F)(F)(F)F.CN(C)C(=[N+](C)C)ON1C(=O)CCC1=O (TSTU), CCN(C(C)C)C(C)C (DIPEA), C(C)(C)(C)OC(C1=CC(C(=O)OC(C)(C)C)=CC(=C1)OCCCCCCCCCC(N[C@@H](CCC(=O)O)C(=O)OC(C)(C)C)=O)=O (5-[9-((S)-1-tert-Butoxycarbonyl-3-carboxy-propylcarbamoyl)-nonyloxy]-isophthalic acid di-tert-butyl ester). Run in C1CCOC1 (THF). Yields the product C(C)(C)(C)OC(C1=CC(C(=O)OC(C)(C)C)=CC(=C1)OCCCCCCCCCC(N[C@@H](CCC(=O)ON1C(CCC1=O)=O)C(=O)OC(C)(C)C)=O)=O (5-{9-[(S)-1-tert-Butoxycarbonyl-3-(2,5-dioxo-pyrrolidin-1-yloxycarbonyl)-propylcarbamoyl]-nonyloxy}-isophthalic Acid Di-tert-butyl Ester). RXN SMILES: [C:1]([O:5][C:6](=[O:46])[C:7]1[CH:19]=[C:18]([O:20][CH2:21][CH2:22][CH2:23][CH2:24][CH2:25][CH2:26][CH2:27][CH2:28][CH2:29][C:30](=[O:45])[NH:31][C@H:32]([C:38]([O:40][C:41]([CH3:44])([CH3:43])[CH3:42])=[O:39])[CH2:33][CH2:34][C:35]([OH:37])=[O:36])[CH:17]=[C:9]([C:10]([O:12][C:13]([CH3:16])([CH3:15])[CH3:14])=[O:11])[CH:8]=1)([CH3:4])([CH3:3])[CH3:2].[B-](F)(F)(F)F.CN(C(O[N:60]1[C:65](=[O:66])[CH2:64][CH2:63][C:61]1=[O:62])=[N+](C)C)C.CCN(C(C)C)C(C)C>C1COCC1>[C:13]([O:12][C:10](=[O:11])[C:9]1[CH:17]=[C:18]([O:20][CH2:21][CH2:22][CH2:23][CH2:24][CH2:25][CH2:26][CH2:27][CH2:28][CH2:29][C:30](=[O:45])[NH:31][C@H:32]([C:38]([O:40][C:41]([CH3:44])([CH3:43])[CH3:42])=[O:39])[CH2:33][CH2:34][C:35]([O:37][N:60]2[C:65](=[O:66])[CH2:64][CH2:63][C:61]2=[O:62])=[O:36])[CH:19]=[C:7]([C:6]([O:5][C:1]([CH3:2])([CH3:3])[CH3:4])=[O:46])[CH:8]=1)([CH3:16])([CH3:15])[CH3:14] |f:1.2|. Reported procedure: 5-[9-((S)-1-tert-Butoxycarbonyl-3-carboxy-propylcarbamoyl)-nonyloxy]-isophthalic acid di-tert-butyl ester (70 mg, 0.11 mmol) was dissolved in dry THF (1 ml). TSTU (40 mg, 0.13 mmol) and DIPEA (0.05 ml) was added. The mixture was stirred at room temperature under nitrogen over the weekend. The mixture was concentrated. The residue was redissolved in EtOAc and filtered. The filtrate was washed with 0.1N HCl (2×), washed with brine (1×), dried (Na2SO4) and concentrated to give a clear syrup. There ...